From a dataset of the Open Reaction Database (ORD), a public repository of structured organic reaction records. describe an organic reaction: reactants, conditions, products, and yield Starting materials: CO, CC(C)=CCCCCCO. Product: CC(C)CCCCCCO. Reaction SMILES: [CH3:11][OH:12].[CH3:1][C:2](=[CH:3][CH2:4][CH2:5][CH2:6][CH2:7][CH2:8][OH:9])[CH3:10]>>[CH3:1][CH:2]([CH2:3][CH2:4][CH2:5][CH2:6][CH2:7][CH2:8][OH:9])[CH3:10]. Starting materials: BrCCC1=CC=CC=C1 ((2-bromoethyl)benzene), C(C)(=O)OCC (Ethyl acetate), COC(Cl)Cl (alpha,alpha-dichloromethyl methyl ether), C(=O)(O)[O-].[Na+] (NaHCO3). Reagents/catalysts: [Ti](Cl)(Cl)(Cl)Cl (titanium tetrachloride). The solvent is C(Cl)Cl (methylene chloride). Run at time 10 minute. Product: BrCCC1=CC=C(C=O)C=C1 (4-(2-Bromoethyl)benzaldehyde). Yield: 40.8%. RXN SMILES: [Br:1][CH2:2][CH2:3][C:4]1[CH:9]=[CH:8][CH:7]=[CH:6][CH:5]=1.[CH3:10][O:11]C(Cl)Cl.C([O-])(O)=O.[Na+].C(OCC)(=O)C>C(Cl)Cl.[Ti](Cl)(Cl)(Cl)Cl>[Br:1][CH2:2][CH2:3][C:4]1[CH:9]=[CH:8][C:7]([CH:10]=[O:11])=[CH:6][CH:5]=1 |f:2.3|. Procedure: To a solution of (2-bromoethyl)benzene (100 mmol, 18.5 g) in methylene chloride (185 ml) at 0° C. was added dropwise titanium tetrachloride (200 mmol, 22 ml). The mixture was stirred for 10 minutes and alpha,alpha-dichloromethyl methyl ether (100 mmol, 9 ml) was added dropwise. The reaction mixture was stirred at room temperature for 1 hour and poured into saturated NaHCO3 (1 liter). Ethyl acetate (750 ml) was added and the solution was filtered through diatomaceous earth, the organic layer sepa... The reactants are BrC1=C(C=CC(=C1)C)SC1=C(C=C(C=C1)C)C (1-Bromo-2-(2,4-dimethyl-phenylsulfanyl)-5-methyl-benzene), CC1=C(C=CC(=C1)C)S (2,4-dimethyl-benzenethiol), BrC1=C(C=CC(=C1)C)I (2-bromo-1-iodo-4-methyl-benzene). The product is BrC1=C(C=CC(=C1)C)SC1=CC=C(C=C1)C (1-Bromo-2-(4-methyl-phenylsulfanyl)-5-methyl-benzene). RXN SMILES: [Br:1][C:2]1[CH:7]=[C:6]([CH3:8])[CH:5]=[CH:4][C:3]=1[S:9][C:10]1[CH:15]=[CH:14][C:13]([CH3:16])=[CH:12][C:11]=1C.CC1C=C(C)C=CC=1S.BrC1C=C(C)C=CC=1I>>[Br:1][C:2]1[CH:7]=[C:6]([CH3:8])[CH:5]=[CH:4][C:3]=1[S:9][C:10]1[CH:11]=[CH:12][C:13]([CH3:16])=[CH:14][CH:15]=1. Procedure details: 1-Bromo-2-(2,4-dimethyl-phenylsulfanyl)-5-methyl-benzene (intermediate for 1 g) Prepared from 2,4-dimethyl-benzenethiol and 2-bromo-1-iodo-4-methyl-benzene. Reactants: C(CCC#C)O (4-pentyn-1-ol), IC1=C(C=CC=C1)C (2-iodotoluene), bis-triphenyl-phosphine palladium (II) chloride, cuprous iodide. The solvent is C(C)NCC (diethylamine). Conditions: time 24 hour. The product is CC1=C(C=CC=C1)C#CCCCO (5-(2'-methylphenyl)-4-pentyn-1-ol). Yield: 59.4%. As a reaction SMILES: [CH2:1]([OH:6])[CH2:2][CH2:3][C:4]#[CH:5].I[C:8]1[CH:13]=[CH:12][CH:11]=[CH:10][C:9]=1[CH3:14]>C(NCC)C>[CH3:14][C:9]1[CH:10]=[CH:11][CH:12]=[CH:13][C:8]=1[C:5]#[C:4][CH2:3][CH2:2][CH2:1][OH:6]. Reported procedure: A mixture of 4-pentyn-1-ol (1 g, 12.1 mmol), 2-iodotoluene (2.53 g, 11.6 mmol), dry diethylamine (20 ml), bis-triphenyl-phosphine palladium (II) chloride (150 mg) and cuprous iodide (60 mg) was stirred at room temperature under dry nitrogen for 24 hours). The solvent was removed and the residue extracted with ether. The organic phase was washed with brine and dried and the solvent removed. The crude product was purified by dry column chromatography (alumina, 9:1 hexane:ether 1:1 hexane:ether) to... Starting materials: C(C)(C)(C)OC(=O)N1CC2=C(N=C(N=C2C2=CC=C(C=C2)F)C(C)(C)C)CC1 (2-tert-Butyl-4-(4-fluoro-phenyl)-7,8-dihydro-5H-pyrido[4,3-d]pyrimidine-6-carboxylic acid tert-butyl ester), product, FC1=CC=C(C=C1)B(O)O (4-fluorophenylboronic acid), [O-]P(=O)([O-])[O-].[K+].[K+].[K+] (K3PO4), Pd(Cl)2dppf, C(Cl)Cl (CH2Cl2). The reagents and catalysts are C1=CC=C(C=C1)P([C-]2C=CC=C2)C3=CC=CC=C3.C1=CC=C(C=C1)P([C-]2C=CC=C2)C3=CC=CC=C3.[Fe+2] (dppf). The product is C(C)(C)(C)C=1N=C(C2=C(N1)CCNC2)C2=CC=C(C=C2)F (2-tert-Butyl-4-(4-fluoro-phenyl)-5,6,7,8-tetrahydro-pyrido[4,3-d]pyrimidine). The yield is 89.0%. Reaction SMILES: C(OC([N:8]1[CH2:28][CH2:27][C:11]2[N:12]=[C:13]([C:23]([CH3:26])([CH3:25])[CH3:24])[N:14]=[C:15]([C:16]3[CH:21]=[CH:20][C:19]([F:22])=[CH:18][CH:17]=3)[C:10]=2[CH2:9]1)=O)(C)(C)C.FC1C=CC(B(O)O)=CC=1.[O-]P([O-])([O-])=O.[K+].[K+].[K+].C(Cl)Cl>C1C=CC(P(C2C=CC=CC=2)[C-]2C=CC=C2)=CC=1.C1C=CC(P(C2C=CC=CC=2)[C-]2C=CC=C2)=CC=1.[Fe+2]>[C:23]([C:13]1[N:14]=[C:15]([C:16]2[CH:17]=[CH:18][C:19]([F:22])=[CH:20][CH:21]=2)[C:10]2[CH2:9][NH:8][CH2:28][CH2:27][C:11]=2[N:12]=1)([CH3:26])([CH3:24])[CH3:25] |f:2.3.4.5,7.8.9|. Reported procedure: 2-tert-Butyl-4-(4-fluoro-phenyl)-5,6,7,8-tetrahydro-pyrido[4,3-d]pyrimidine hydrochloride. To a tert-BuOH (17 mL) solution of 4-oxo-piperidine-1,3-dicarboxylic acid-1-tert-butyl ester-3-ethyl ester (2.18 g, 8.05 mmol), and 2,2-dimethyl-propionamidine hydrochloride (1.0 g, 7.3 mmol) was added Et3N (3.0 mL, 22.0 mmol). The reaction solution was heated at reflux for 48 h, cooled to rt, and concentrated. The resulting solid was dissolved in CH2Cl2 and washed with water. The aqueous layer was extract... Reactants: C1(=CC=CC=C1)S(=O)(=O)C=1C=C(C2=C(C1)C=1CN(CCC1O2)C(=O)OC(C)(C)C)C=2C=NNC2 (tert-butyl 8-(phenylsulfonyl)-6-(1H-pyrazol-4-yl)-3,4-dihydrobenzofuro[3,2-c]pyridine-2(1H)-carboxylate), Cl (HCl). Solvent: O1CCCC1 (tetrahydrofuran). Reaction conditions: time 8 hour. The product is Cl.C1(=CC=CC=C1)S(=O)(=O)C=1C=C(C2=C(C1)C=1CNCCC1O2)C=2C=NNC2 (8-(phenylsulfonyl)-6-(1H-pyrazol-4-yl)-1,2,3,4-tetrahydrobenzofuro[3,2-c]pyridine hydrochloride). RXN SMILES: [C:1]1([S:7]([C:10]2[CH:11]=[C:12]([C:30]3[CH:31]=[N:32][NH:33][CH:34]=3)[C:13]3[O:22][C:21]4[CH2:20][CH2:19][N:18](C(OC(C)(C)C)=O)[CH2:17][C:16]=4[C:14]=3[CH:15]=2)(=[O:9])=[O:8])[CH:6]=[CH:5][CH:4]=[CH:3][CH:2]=1.[ClH:35]>O1CCCC1>[ClH:35].[C:1]1([S:7]([C:10]2[CH:11]=[C:12]([C:30]3[CH:34]=[N:33][NH:32][CH:31]=3)[C:13]3[O:22][C:21]4[CH2:20][CH2:19][NH:18][CH2:17][C:16]=4[C:14]=3[CH:15]=2)(=[O:8])=[O:9])[CH:6]=[CH:5][CH:4]=[CH:3][CH:2]=1 |f:3.4|. Procedure: To a solution of the product from step A (36 mg, 0.07 mmol) in tetrahydrofuran (2.5 mL) was added concentrated HCl (0.5 mL) at 0° C. The reaction mixture was slowly allowed to reach ambient temperature and stirred overnight. The precipitate was filtered, washed with tetrahydrofuran, and dried overnight in vacuo at 45° C. to give 8-(phenylsulfonyl)-6-(1H-pyrazol-4-yl)-1,2,3,4-tetrahydrobenzofuro[3,2-c]pyridine hydrochloride (18 mg, 58%, AUC HPLC>99%) as a white solid: mp <<MP data>>; 1H NMR (DMSO... Reactants: ClCCCCCCO (6-chlorohexanol), C1=C(C=CC2=CC=CC=C12)O (2-naphthol), C[O-].[Na+] (sodium methoxide), [I-].[Na+] (sodium iodide). Solvent: CC(=O)N(C)C (dimethylacetamide), O (water). Run at time 1 hour. Yields the product C1=C(C=CC2=CC=CC=C12)OCCCCCCO (6-(2-naphthalenyloxy)hexanol). The yield is 15.6%. Reaction SMILES: [CH:1]1[C:10]2[C:5](=[CH:6][CH:7]=[CH:8][CH:9]=2)[CH:4]=[CH:3][C:2]=1[OH:11].C[O-].[Na+].[I-].[Na+].Cl[CH2:18][CH2:19][CH2:20][CH2:21][CH2:22][CH2:23][OH:24]>O.CC(N(C)C)=O>[CH:1]1[C:10]2[C:5](=[CH:6][CH:7]=[CH:8][CH:9]=2)[CH:4]=[CH:3][C:2]=1[O:11][CH2:18][CH2:19][CH2:20][CH2:21][CH2:22][CH2:23][OH:24] |f:1.2,3.4|. Procedure: A mixture of 50.0 g (0.348 mole) of 2-naphthol, 18.8 g (0.348 mole) of sodium methoxide, 2.0 g of sodium iodide and 800 ml of dimethylacetamide was stirred at room temperature for 1 hour, 47.5 g (0.348 mole) of 6-chlorohexanol was added. The mixture was heated to reflux with stirring for two hours, allowed to cool and poured into 3 liters of water and extracted with diethylether. The ether layer was evaporated to dryness to give a solid residue which was recrystallized from methanol to give 13.3...